From a dataset of the Open Reaction Database (ORD), a public repository of structured organic reaction records. describe an organic reaction: reactants, conditions, products, and yield The reactants are [H-].[Na+] (NaH), C(C)(C)(C)C1=C(C=CC(=C1)C(C)(C)C)O (2,4-di-tert-butylphenol), COCCl (chloromethyl methyl ether). Run in C1CCOC1 (THF), C1CCOC1 (THF). Reaction conditions: temperature 0 celsius, time 1 hour. Product: C(C)(C)(C)C1=C(C=CC(=C1)C(C)(C)C)OCOC (2,4-Di-tert-butyl-1-(methoxymethoxy)benzene). As a reaction SMILES: [C:1]([C:5]1[CH:10]=[C:9]([C:11]([CH3:14])([CH3:13])[CH3:12])[CH:8]=[CH:7][C:6]=1[OH:15])([CH3:4])([CH3:3])[CH3:2].[H-].[Na+].[CH3:18][O:19][CH2:20]Cl>C1COCC1>[C:1]([C:5]1[CH:10]=[C:9]([C:11]([CH3:14])([CH3:13])[CH3:12])[CH:8]=[CH:7][C:6]=1[O:15][CH2:18][O:19][CH3:20])([CH3:4])([CH3:3])[CH3:2] |f:1.2|. Reported procedure: A solution of 2,4-di-tert-butylphenol (20.6 g, 0.1 mol) in dry THF (50 mL) is added with stirring to a suspension of NaH (2.4 g, 0.1 mol) in dry THF (150 mL). After 1 h of stirring, the mixture is cooled to 0° C., and chloromethyl methyl ether (7.6 mL, 0.1 mol) is added. The reaction mixture is stirred at room temperature for 2 h, quenched with water (500 mL) and extracted with Et2O (2×100 mL). The combined organic phase is dried over MgSO4 and evaporated under reduced pressure. The residue is u... Reactants: N(=NC(=O)OCC)C(=O)OCC (diethyl azodicarboxylate), C1=NC=CC2=C(C=CC=C12)S(=O)(=O)OC=1C=C(OCCCO)C=C(C1)C (3-[3-(5-isoquinolinylsulfonyloxy)-5-methylphenoxy]propanol), C1(=CC=CC=C1)P(C1=CC=CC=C1)C1=CC=CC=C1 (triphenylphosphine), ON1C(C=2C(C1=O)=CC=CC2)=O (N-hydroxyphthalimide). The solvent is O1CCCC1 (tetrahydrofuran), O (Water). Conditions: time 8 hour. The product is C1=NC=CC2=C(C=CC=C12)S(=O)(=O)OC=1C=C(OCCCON2C(C=3C(C2=O)=CC=CC3)=O)C=C(C1)C (N-[3-[3-(5-Isoquinolinylsulfonyloxy)-5-methylphenoxy]propoxy]phthalimide). Isolated yield 74.6%. RXN SMILES: [CH:1]1[C:10]2[C:5](=[C:6]([S:11]([O:14][C:15]3[CH:16]=[C:17]([CH:23]=[C:24]([CH3:26])[CH:25]=3)[O:18][CH2:19][CH2:20][CH2:21][OH:22])(=[O:13])=[O:12])[CH:7]=[CH:8][CH:9]=2)[CH:4]=[CH:3][N:2]=1.C1(P(C2C=CC=CC=2)C2C=CC=CC=2)C=CC=CC=1.O[N:47]1[C:51](=[O:52])[C:50]2=[CH:53][CH:54]=[CH:55][CH:56]=[C:49]2[C:48]1=[O:57].N(C(OCC)=O)=NC(OCC)=O>O1CCCC1.O>[CH:1]1[C:10]2[C:5](=[C:6]([S:11]([O:14][C:15]3[CH:16]=[C:17]([CH:23]=[C:24]([CH3:26])[CH:25]=3)[O:18][CH2:19][CH2:20][CH2:21][O:22][N:47]3[C:48](=[O:57])[C:49]4=[CH:56][CH:55]=[CH:54][CH:53]=[C:50]4[C:51]3=[O:52])(=[O:12])=[O:13])[CH:7]=[CH:8][CH:9]=2)[CH:4]=[CH:3][N:2]=1. Procedure: To a solution of 3-[3-(5-isoquinolinylsulfonyloxy)-5-methylphenoxy]propanol (560 mg, 1.5 mmol), as prepared in the preceding step, triphenylphosphine (520 mg, 2.0 mmol), and N-hydroxyphthalimide (245 mg, 1.5 mmol) in tetrahydrofuran (15 mL) at 0° C. was added diethyl azodicarboxylate (350 mg, 2.0 mmol). The reaction mixture was stirred at room temperature overnight. Water (50 mL) was added, and the reaction mixture was extracted into ethyl acetate (3×50 mL). The ethyl acetate solution was washed... Reactants: C(C)(C)(C)OC(=O)N(CC1=C(C(=CC=C1Cl)N(C(CNC(C=CC1=CC=C(C=C1)C(NC)=O)=O)=O)C)Cl)C=1C=CC=C2C=CC(=NC12)C (8-[N-tert-butoxycarbonyl-N-[2,6-dichloro-3-[N-methyl-N-[4-(methylcarbamoyl)cinnamoylglycyl]amino]benzyl]amino]-2-methylquinoline), solution, Cl (hydrogen chloride). Run in C(C)(=O)OCC (ethyl acetate), C(C)(=O)OCC (ethyl acetate). Conditions: time 2 hour. Yields the product Cl.Cl.ClC1=C(CNC=2C=CC=C3C=CC(=NC23)C)C(=CC=C1N(C(CNC(C=CC1=CC=C(C=C1)C(NC)=O)=O)=O)C)Cl (8-[2,6-dichloro-3-[N-methyl-N-[4-(methylcarbamoyl)cinnamoylglycyl]amino]benzylamino]-2-methylquinoline dihydrochloride). As a reaction SMILES: C(OC([N:8]([C:38]1[CH:39]=[CH:40][CH:41]=[C:42]2[C:47]=1[N:46]=[C:45]([CH3:48])[CH:44]=[CH:43]2)[CH2:9][C:10]1[C:15]([Cl:16])=[CH:14][CH:13]=[C:12]([N:17]([CH3:36])[C:18](=[O:35])[CH2:19][NH:20][C:21](=[O:34])[CH:22]=[CH:23][C:24]2[CH:29]=[CH:28][C:27]([C:30](=[O:33])[NH:31][CH3:32])=[CH:26][CH:25]=2)[C:11]=1[Cl:37])=O)(C)(C)C.[ClH:49]>C(OCC)(=O)C>[ClH:16].[ClH:49].[Cl:37][C:11]1[C:12]([N:17]([CH3:36])[C:18](=[O:35])[CH2:19][NH:20][C:21](=[O:34])[CH:22]=[CH:23][C:24]2[CH:25]=[CH:26][C:27]([C:30](=[O:33])[NH:31][CH3:32])=[CH:28][CH:29]=2)=[CH:13][CH:14]=[C:15]([Cl:16])[C:10]=1[CH2:9][NH:8][C:38]1[CH:39]=[CH:40][CH:41]=[C:42]2[C:47]=1[N:46]=[C:45]([CH3:48])[CH:44]=[CH:43]2 |f:3.4.5|. Procedure details: To a solution of 8-[N-tert-butoxycarbonyl-N-[2,6-dichloro-3-[N-methyl-N-[4-(methylcarbamoyl)cinnamoylglycyl]amino]benzyl]amino]-2-methylquinoline (32.3 mg) in ethyl acetate (0.5 ml) was added 4N solution of hydrogen chloride in ethyl acetate (0.5 ml) under ice-cooling, and the mixture was stirred for 30 minutes at the same temperature and for 2 hours at ambient temperature. The mixture was concentrated in vacuo to give 8-[2,6-dichloro-3-[N-methyl-N-[4-(methylcarbamoyl)cinnamoylglycyl]amino]benzy... Starting materials: COC(CC(=O)OC)OC (Methyl 3,3-dimethoxy-propanoate), Cl (hydrochloric acid). The solvent is [OH-].[Na+] (NaOH), O (water). The product is COC(CC(=O)O)OC (3,3-dimethoxy-propanoic acid). Yield: 79.1%. As a reaction SMILES: [CH3:1][O:2][CH:3]([O:9][CH3:10])[CH2:4][C:5]([O:7]C)=[O:6].Cl>[OH-].[Na+].O>[CH3:1][O:2][CH:3]([O:9][CH3:10])[CH2:4][C:5]([OH:7])=[O:6] |f:2.3|. Procedure: 50 g (0.33 mol.) of Methyl 3,3-dimethoxy-propanoate in 200 ml of 2N NaOH solution in water were refluxed 2 hours. After cooling the solution was acidified with hydrochloric acid then extracted two times with 200 ml of CH2Cl2. The extracts were dried on sodium sulfate and evaporated to leave 35 g (Yield=78%) of 3,3-dimethoxy-propanoic acid as an oil. The reactants are N1(CCNCC1)C=1C=CC=2N(N1)C(=NN2)C(F)(F)F (6-(piperazin-1-yl)-3-(trifluoromethyl)-[1,2,4]triazolo[4,3-b]pyridazine), CN1C(=NC2=C1C=CC=C2)C=O (1-methylbenzimidazole-2-carbaldehyde). Product: CN1C(=NC2=C1C=CC=C2)CN2CCN(CC2)C=2C=CC=1N(N2)C(=NN1)C(F)(F)F (6-[4-[(1-methylbenzimidazol-2-yl)methyl]piperazin-1-yl]-3-(trifluoromethyl)-[1,2,4]triazolo[4,3-b]pyridazine). As a reaction SMILES: [N:1]1([C:7]2[CH:8]=[CH:9][C:10]3[N:11]([C:13]([C:16]([F:19])([F:18])[F:17])=[N:14][N:15]=3)[N:12]=2)[CH2:6][CH2:5][NH:4][CH2:3][CH2:2]1.[CH3:20][N:21]1[C:25]2[CH:26]=[CH:27][CH:28]=[CH:29][C:24]=2[N:23]=[C:22]1[CH:30]=O>>[CH3:20][N:21]1[C:25]2[CH:26]=[CH:27][CH:28]=[CH:29][C:24]=2[N:23]=[C:22]1[CH2:30][N:4]1[CH2:3][CH2:2][N:1]([C:7]2[CH:8]=[CH:9][C:10]3[N:11]([C:13]([C:16]([F:17])([F:18])[F:19])=[N:14][N:15]=3)[N:12]=2)[CH2:6][CH2:5]1. Procedure: Reductive amination of 6-(piperazin-1-yl)-3-(trifluoromethyl)-[1,2,4]triazolo[4,3-b]pyridazine with 1-methylbenzimidazole-2-carbaldehyde was carried out according to General Synthetic Method 5. The crude product was purified by hplc using a Waters XBridge Prep C18 OBD column (5μ silica, 19 mm diameter, 100 mm length) eluted with decreasingly polar mixtures of water (containing 1% aqueous ammonia) and acetonitrile as eluents to give 6-[4-[(1-methylbenzimidazol-2-yl)methyl]piperazin-1-yl]-3-(trifl...